describe an organic reaction: reactants, conditions, products, and yield From a dataset of the Open Reaction Database (ORD), a public repository of structured organic reaction records. Reactants: [NH4+].[Cl-] (NH4Cl), C1(=CC=CC=C1)[C@H]1NC(OC1)=O ((R)-(-)-4-Phenyl-2-oxazolidinone), C1(CC1)/C=C/C(=O)Cl (trans-3-cyclopropyl-2-propenoyl chloride), C(CCC)[Li] (n-Butyllithium). The solvent is C1CCOC1 (THF). Conditions: temperature -78 celsius. Yields the product C1(CC1)/C=C/C(=O)N1C(OC[C@H]1C1=CC=CC=C1)=O (3-(trans-3-cyclopropyl-2-propenoyl)-4-(R)-phenyl-2-oxazolidinone). Reaction SMILES: [C:1]1([C@@H:7]2[CH2:11][O:10][C:9](=[O:12])[NH:8]2)[CH:6]=[CH:5][CH:4]=[CH:3][CH:2]=1.C([Li])CCC.[CH:18]1(/[CH:21]=[CH:22]/[C:23](Cl)=[O:24])[CH2:20][CH2:19]1.[NH4+].[Cl-]>C1COCC1>[CH:18]1(/[CH:21]=[CH:22]/[C:23]([N:8]2[C@H:7]([C:1]3[CH:2]=[CH:3][CH:4]=[CH:5][CH:6]=3)[CH2:11][O:10][C:9]2=[O:12])=[O:24])[CH2:20][CH2:19]1 |f:3.4|. Procedure: (R)-(-)-4-Phenyl-2-oxazolidinone (39.12 g, 0.240 mmol, Aldrich) was dissolved in THF (600 mL), and the solution was cooled to -78° C. and flushed with N2. n-Butyllithium (2.5M in THF, 96.0 mL, 0.240 mmol) was introduced over 25 minutes. The compound from step 1b (0.276 mmol) was added while maintaining the temperature at -78° C., and the mixture was stirred at this temperature for half an hour. The mixture was stirred as it was allowed to warm to room temperature. Saturated aqueous NH4Cl solutio... The reactants are [OH-].[Na+] (sodium hydroxide), O1C=C(C=C1)CCC=O (3-(3-furyl)propanal), C(C=C)N (allylamine), C(C)(=O)O (acetic acid), C(#N)[BH3-].[Na+] (sodium cyanoborohydride). The solvent is CO (methanol). Run at time 1 day. The product is C(C=C)NCCCC1=COC=C1 (N-allyl-3-(3-furyl)propylamine). Reaction SMILES: [O:1]1[CH:5]=[CH:4][C:3]([CH2:6][CH2:7][CH:8]=O)=[CH:2]1.[CH2:10]([NH2:13])[CH:11]=[CH2:12].C(O)(=O)C.C([BH3-])#N.[Na+].[OH-].[Na+]>CO>[CH2:10]([NH:13][CH2:8][CH2:7][CH2:6][C:3]1[CH:4]=[CH:5][O:1][CH:2]=1)[CH:11]=[CH2:12] |f:3.4,5.6|. Procedure details: To a solution of the above crude 3-(3-furyl)propanal, 7.94 ml (106 mmol) of allylamine and 2.54 ml (42.3 mmol) of acetic acid in 100 ml of methanol, 1.33 g (21.2 mmol) of sodium cyanoborohydride was added at room temperature, followed by stirring at room temperature for 1 day. The reaction mixture was poured into aqueous sodium hydroxide and extracted with dichloromethane 3 times. The combined organic layer was dried over anhydrous magnesium sulfate; the solvent was distilled off under reduced p...